Task: describe an organic reaction: reactants, conditions, products, and yield. Dataset: the Open Reaction Database (ORD), a public repository of structured organic reaction records Starting materials: Cl, [N-]=[N+]=Nc1cc(F)cnc1N, C1CCOC1. Product: Nc1cc(F)cnc1N. As a reaction SMILES: [ClH:1].[N:2](=[N+:3]=[N-:4])[c:5]1[c:6]([NH2:12])[n:7][cH:8][c:9]([F:11])[cH:10]1.[O:13]1[CH2:14][CH2:15][CH2:16][CH2:17]1>>[NH2:2][c:5]1[c:6]([NH2:12])[n:7][cH:8][c:9]([F:11])[cH:10]1. Reactants: O=C([O-])O, CC(=O)[O-], CC(=O)[O-], COC(=O)c1cc(B2OC(C)(C)C(C)(C)O2)c(C)cc1OC, CCOC(C)=O, COCCOC, Nc1nc(Cl)cc(Cl)n1, [Na+], O, [Pd+2], c1ccc(P(c2ccccc2)c2ccccc2)cc1. The product is COC(=O)c1cc(-c2cc(Cl)nc(N)n2)c(C)cc1OC. As a reaction SMILES: [C:29](=[O:30])([OH:31])[O-:32].[C:62]([O-:63])(=[O:64])[CH3:65].[C:67]([O-:68])(=[O:69])[CH3:70].[CH3:34][O:35][C:36]([c:37]1[c:38]([O:53][CH3:54])[cH:39][c:40]([CH3:52])[c:41]([B:43]2[O:44][C:45]([CH3:46])([CH3:47])[C:48]([CH3:49])([CH3:50])[O:51]2)[cH:42]1)=[O:55].[CH3:56][CH2:57][O:58][C:59](=[O:60])[CH3:61].[CH3:71][O:72][CH2:73][CH2:74][O:75][CH3:76].[NH2:1][c:2]1[n:3][c:4]([Cl:9])[cH:5][c:6]([Cl:8])[n:7]1.[Na+:33].[OH2:77].[Pd+2:66].[c:10]1([P:11]([c:12]2[cH:13][cH:14][cH:15][cH:16][cH:17]2)[c:18]2[cH:19][cH:20][cH:21][cH:22][cH:23]2)[cH:24][cH:25][cH:26][cH:27][cH:28]1>>[NH2:1][c:2]1[n:3][c:4](-[c:41]2[c:40]([CH3:52])[cH:39][c:38]([O:53][CH3:54])[c:37]([C:36]([O:35][CH3:34])=[O:55])[cH:42]2)[cH:5][c:6]([Cl:8])[n:7]1. Reactants: O=C([O-])[O-], CC(=O)Nc1ccc([N+](=O)[O-])cc1O, CCBr, CN(C)C=O, [K+], [K+], O. Yields the product CCOc1cc([N+](=O)[O-])ccc1NC(C)=O. As a reaction SMILES: [C:15](=[O:16])([O-:17])[O-:18].[C:1]([CH3:2])(=[O:3])[NH:4][c:5]1[c:6]([OH:14])[cH:7][c:8]([N+:11](=[O:12])[O-:13])[cH:9][cH:10]1.[CH2:26]([CH3:27])[Br:28].[CH3:21][N:22]([CH3:23])[CH:24]=[O:25].[K+:19].[K+:20].[OH2:29]>>[C:1]([CH3:2])(=[O:3])[NH:4][c:5]1[c:6]([O:14][CH2:26][CH3:27])[cH:7][c:8]([N+:11](=[O:12])[O-:13])[cH:9][cH:10]1. Starting materials: [Cr](=O)(=O)([O-])Cl.[NH+]1=CC=CC=C1 (pyridinium chlorochromate), C(C)(C)(C)C(C=1C(=NC(=C(C1C1=CC=C(C=C1)F)CO)C(C)C)C(C)C)O[SiH](C)C (3-(tert.Butyldimethylsilyloxymethyl)-2,6-diisopropyl-4-(4-fluorophenyl)-5-hydroxymethyl-pyridine). Solvent: C(Cl)Cl (methylene chloride). Reaction conditions: time 1 hour. Product: C(C)(C)(C)C(C=1C(=C(C(=NC1C(C)C)C(C)C)C=O)C1=CC=C(C=C1)F)O[SiH](C)C (5-(tert.Butyldimethylsilyloxymethyl)-2,6-diisopropyl-4-(4-fluorophenyl)-pyridine-3-carbaldehyde). RXN SMILES: [Cr](Cl)([O-])(=O)=O.[NH+]1C=CC=CC=1.[C:12]([CH:16]([O:38][SiH:39]([CH3:41])[CH3:40])[C:17]1[C:18]([CH:35]([CH3:37])[CH3:36])=[N:19][C:20]([CH:32]([CH3:34])[CH3:33])=[C:21]([CH2:30][OH:31])[C:22]=1[C:23]1[CH:28]=[CH:27][C:26]([F:29])=[CH:25][CH:24]=1)([CH3:15])([CH3:14])[CH3:13]>C(Cl)Cl>[C:12]([CH:16]([O:38][SiH:39]([CH3:40])[CH3:41])[C:17]1[C:22]([C:23]2[CH:24]=[CH:25][C:26]([F:29])=[CH:27][CH:28]=2)=[C:21]([CH:30]=[O:31])[C:20]([CH:32]([CH3:34])[CH3:33])=[N:19][C:18]=1[CH:35]([CH3:37])[CH3:36])([CH3:15])([CH3:14])[CH3:13] |f:0.1|. Procedure: 1.24 g (12.4 mmol) of neutral alumina and 2.7 g (12.4 mmol) of pyridinium chlorochromate are added to a solution of 2.7 g (6.2 mmol) of the compound from Example 6 in 50 ml of methylene chloride and the mixture is stirred for 1 h at room temperature. It is filtered over kieselguhr and washed with 200 ml of methylene chloride. The methylene chloride phase is concentrated in vacuo and the residue is chromatographed on a column (100 g of silica gel, 70-230 mesh, φ3.5 cm, using ethyl acetate/petrole... Reactants: CC[SiH](CC)CC, O=C(O)C(F)(F)F, Cc1ccc(S(=O)(=O)O)cc1, CC(C)CC(NC(=O)OCC1c2ccccc2-c2ccccc21)C(=O)O. Product: CNC(CC(C)C)C(=O)O. Reaction SMILES: [CH2:38]([SiH:39]([CH2:40][CH3:41])[CH2:42][CH3:43])[CH3:44].[OH:45][C:46]([C:47]([F:48])([F:49])[F:50])=[O:51].[c:27]1([CH3:28])[cH:29][cH:30][c:31]([S:32]([OH:33])(=[O:34])=[O:35])[cH:36][cH:37]1.[cH:1]1[c:2]2[c:13]([cH:14][cH:15][cH:17]1)-[c:8]1[c:7]([cH:12][cH:11][cH:10][cH:9]1)[CH:3]2[CH2:4][O:5][C:16](=[O:6])[NH:18][CH:19]([CH2:20][CH:21]([CH3:22])[CH3:23])[C:24](=[O:25])[OH:26]>>[CH3:16][NH:18][CH:19]([CH2:20][CH:21]([CH3:22])[CH3:23])[C:24](=[O:25])[OH:26]. Reactants: ClC1=NC(=NC(=C1C#N)NCCO)NCCO (4-chloro-2,6-bis-(2-hydroxy-ethylamino)-pyrimidine-5-carbonitrile), C1(=CC=CC=C1)C1CCNCC1 (4-phenyl-piperidine), C(C)N(C(C)C)C(C)C (N-ethyl-diisopropylamine). Run in C(C)O (ethanol). The product is OCCNC1=NC(=C(C(=N1)NCCO)C#N)N1CCC(CC1)C1=CC=CC=C1 (2,4-bis-(2-hydroxy-ethylamino)-6-(4-phenyl-piperidin-1-yl)-pyrimidine-5-carbonitrile). RXN SMILES: Cl[C:2]1[C:7]([C:8]#[N:9])=[C:6]([NH:10][CH2:11][CH2:12][OH:13])[N:5]=[C:4]([NH:14][CH2:15][CH2:16][OH:17])[N:3]=1.[C:18]1([CH:24]2[CH2:29][CH2:28][NH:27][CH2:26][CH2:25]2)[CH:23]=[CH:22][CH:21]=[CH:20][CH:19]=1.C(N(C(C)C)C(C)C)C>C(O)C>[OH:17][CH2:16][CH2:15][NH:14][C:4]1[N:5]=[C:6]([NH:10][CH2:11][CH2:12][OH:13])[C:7]([C:8]#[N:9])=[C:2]([N:27]2[CH2:28][CH2:29][CH:24]([C:18]3[CH:23]=[CH:22][CH:21]=[CH:20][CH:19]=3)[CH2:25][CH2:26]2)[N:3]=1. Procedure: In analogy to the procedure described in example 20b, 4-chloro-2,6-bis-(2-hydroxy-ethylamino)-pyrimidine-5-carbonitrile was treated with 4-phenyl-piperidine in ethanol in the presence of N-ethyl-diisopropylamine at 80° C. to yield 2,4-bis-(2-hydroxy-ethylamino)-6-(4-phenyl-piperidin-1-yl)-pyrimidine-5-carbonitrile as an amorphous, white solid; MS: [M+H]+383. Starting materials: C1(CC1)C(C)C1CCNCC1 (racemic 4-(1-cyclopropylethyl)-piperidine), C(C1=CC=CC=C1)OC(=O)ON1C(CCC1=O)=O (N-(benzyloxycarbonyloxy)succinimide), Cl (HCl). Reagents/catalysts: CN(C1=CC=NC=C1)C (N,N-dimethyl-4-pyridinamine). Solvent: N1=CC=CC=C1 (pyridine), ClCCl (dichloromethane). The product is C1(CC1)C(C)C1CCN(CC1)C(=O)OCC1=CC=CC=C1 (Benzyl 4-(1-cyclopropylethyl)piperidine-1-carboxylate). Isolated yield 91.4%. RXN SMILES: [CH:1]1([CH:4]([CH:6]2[CH2:11][CH2:10][NH:9][CH2:8][CH2:7]2)[CH3:5])[CH2:3][CH2:2]1.[CH2:12]([O:19][C:20](ON1C(=O)CCC1=O)=[O:21])[C:13]1[CH:18]=[CH:17][CH:16]=[CH:15][CH:14]=1.Cl>CN(C)C1C=CN=CC=1.N1C=CC=CC=1.ClCCl>[CH:1]1([CH:4]([CH:6]2[CH2:7][CH2:8][N:9]([C:20]([O:19][CH2:12][C:13]3[CH:18]=[CH:17][CH:16]=[CH:15][CH:14]=3)=[O:21])[CH2:10][CH2:11]2)[CH3:5])[CH2:2][CH2:3]1. Procedure: Dissolve racemic 4-(1-cyclopropylethyl)-piperidine (1.75 g, 11.42 mmol) and N,N-dimethyl-4-pyridinamine (139.5 mg, 1.14 mmol) in pyridine (15 mL) and dichloromethane (30 mL). Add N-(benzyloxycarbonyloxy)succinimide (3.70 g, 14.84 mmol) and stir the solution for 4 hours. Pour the reaction mixture into 5N HCl and extract twice with EtOAc. Wash the organic extracts with sodium bicarbonate, followed by brine; dry over sodium sulfate; filter; collect the filtrate; and concentrate under reduced pressu...